This data is from the Open Reaction Database (ORD), a public repository of structured organic reaction records. The task is: describe an organic reaction: reactants, conditions, products, and yield Reactants: CC1(CC=C(C=2C=C(C=CC12)C#CC1=CC=C(C(=O)OCC)C=C1)C#CCCC)C (ethyl 4-[(7,8-dihydro-8,8-dimethyl-5-(1-pentynyl)naphth-3-yl)ethynyl]benzoate), CC1(CC=C(C=2C=C(C=CC12)C#CC1=CC=C(C(=O)OCC)C=C1)C#CCCC)C (ethyl 4-[(7,8-dihydro-8,8-dimethyl-5-(1-pentynyl)naphth-3-yl)ethynyl]benzoate), FC(S(=O)(=O)OC=1C=2C=CC(=CC2C(CC1)(C)C)C#CC1=CC=C(C(=O)OCC)C=C1)(F)F (ethyl 4-[(5-trifluoromethylsulfonyloxy-7,8-dihydro-8,8-dimethylnaphth-2-yl)ethynyl]benzoate), FC(S(=O)(=O)OC=1C=2C=CC(=CC2C(CC1)(C)C)C#CC1=CC=C(C(=O)OCC)C=C1)(F)F (ethyl 4-[(5-trifluoromethylsulfonyloxy-7,8-dihydro-8,8-dimethylnaphth-2-yl)ethynyl]benzoate). Yields the product CC1(CC=C(C=2C=CC(=CC12)C#CC1=CC=C(C(=O)OCC)C=C1)C#CCCC)C (Ethyl 4-[(7,8-dihydro-8,8-dimethyl-5-(1-pentynyl)naphth-2-yl)ethynyl]benzoate). As a reaction SMILES: [CH3:1][C:2]1([CH3:30])[C:11]2[CH:10]=[CH:9][C:8](C#CC3C=CC(C(OCC)=O)=CC=3)=[CH:7][C:6]=2[C:5]([C:25]#[C:26][CH2:27][CH2:28][CH3:29])=[CH:4][CH2:3]1.FC(F)(F)S(OC1C2C=CC([C:49]#[C:50][C:51]3[CH:61]=[CH:60][C:54]([C:55]([O:57][CH2:58][CH3:59])=[O:56])=[CH:53][CH:52]=3)=CC=2C(C)(C)CC=1)(=O)=O>>[CH3:1][C:2]1([CH3:30])[C:11]2[CH:10]=[C:9]([C:49]#[C:50][C:51]3[CH:61]=[CH:60][C:54]([C:55]([O:57][CH2:58][CH3:59])=[O:56])=[CH:53][CH:52]=3)[CH:8]=[CH:7][C:6]=2[C:5]([C:25]#[C:26][CH2:27][CH2:28][CH3:29])=[CH:4][CH2:3]1. Procedure: Employing the same general procedure as for the preparation of ethyl 4-[(7,8-dihydro-8,8-dimethyl -5-(1-pentynyl)naphth-3-yl)ethynyl]benzoate (Compound 75), 200 mg (0.42 mmol) of ethyl 4-[(5-trifluoromethylsulfonyloxy-7,8-dihydro-8,8-dimethylnaphth-2-yl)ethynyl]benzoate (Compound 87) was converted into the title compound (pale yellow oil) using 286 mg (4.2 mmol) of pentyne, 60 mg (0.08 mmol) of bis (triphenylphosphine) palladium (II) chloride and 20 mg (0.11 mmol) of cuprous iodide. The reactants are C(#N)CNC([C@H](CC(C)C)O[C@H](C1=CC=CC=C1)C1=CC=C(C=C1)C1CN(CCC1)CCOC)=O ((2S)-N-(cyanomethyl)-2-{[(R)-{4-[1-(2-methoxyethyl)piperidin-3-yl]phenyl}(phenyl)methyl]oxy}-4-methylpentanamide), ClC=1C=C(C(=O)OO)C=CC1 (3-chloroperoxybenzoic acid), C(=O)(O)[O-].[Na+] (NaHCO3). Solvent: ClCCl (dichloromethane). Run at time 5 minute. Yields the product C(#N)CNC([C@H](CC(C)C)O[C@H](C1=CC=CC=C1)C1=CC=C(C=C1)C1C[N+](CCC1)([O-])CCOC)=O ((2S)-N-(cyanomethyl)-2-{[(R)-{4-[1-(2-methoxyethyl)-1-oxidopiperidin-3-yl]phenyl}(phenyl)methyl]oxy}-4-methylpentanamide). Reaction SMILES: [C:1]([CH2:3][NH:4][C:5](=[O:35])[C@@H:6]([O:11][C@@H:12]([C:19]1[CH:24]=[CH:23][C:22]([CH:25]2[CH2:30][CH2:29][CH2:28][N:27]([CH2:31][CH2:32][O:33][CH3:34])[CH2:26]2)=[CH:21][CH:20]=1)[C:13]1[CH:18]=[CH:17][CH:16]=[CH:15][CH:14]=1)[CH2:7][CH:8]([CH3:10])[CH3:9])#[N:2].ClC1C=C(C=CC=1)C(OO)=[O:41].C([O-])(O)=O.[Na+]>ClCCl>[C:1]([CH2:3][NH:4][C:5](=[O:35])[C@@H:6]([O:11][C@@H:12]([C:19]1[CH:24]=[CH:23][C:22]([CH:25]2[CH2:30][CH2:29][CH2:28][N+:27]([CH2:31][CH2:32][O:33][CH3:34])([O-:41])[CH2:26]2)=[CH:21][CH:20]=1)[C:13]1[CH:18]=[CH:17][CH:16]=[CH:15][CH:14]=1)[CH2:7][CH:8]([CH3:10])[CH3:9])#[N:2] |f:2.3|. Procedure details: To a solution of (2S)-N-(cyanomethyl)-2-{[(R)-{4-[1-(2-methoxyethyl)piperidin-3-yl]phenyl}(phenyl)methyl]oxy}-4-pentanamide from example 41 step 3 (390 mg, 0.81 mmol) in dichloromethane (12 mL) at 0° C. was added 77% quality 3-chloroperoxybenzoic acid (183 mg, 0.81 mmol). The mixture was stirred for 5 minutes and then 5% NaHCO3 solution (10 mL) was added with stirring. The dichloromethane layer was separated, dried (Na2SO4), filtered and concentrated. The residue was chromatographed on silica ge... Reactants: FC=1C=C2C(C(=CN(C2=C(C1F)C)C1=CC(=C(C=C1)F)OC)C(=O)OCC)=O (Ethyl 6,7-difluoro-1-(4-fluoro-3-methoxyphenyl)-8-methyl-4-oxo-1,4-dihydroquinoline-3-carboxylate), Cl (hydrochloric acid). The solvent is C(C)(=O)O (acetic acid). The product is FC=1C=C2C(C(=CN(C2=C(C1F)C)C1=CC(=C(C=C1)F)OC)C(=O)O)=O (6,7-Difluoro-1-(4-fluoro-3-methoxyphenyl)-8-methyl-4-oxo-1,4-dihydroquinoline-3-carboxylic Acid). Isolated yield 96.4%. RXN SMILES: [F:1][C:2]1[CH:3]=[C:4]2[C:9](=[C:10]([CH3:13])[C:11]=1[F:12])[N:8]([C:14]1[CH:19]=[CH:18][C:17]([F:20])=[C:16]([O:21][CH3:22])[CH:15]=1)[CH:7]=[C:6]([C:23]([O:25]CC)=[O:24])[C:5]2=[O:28].Cl>C(O)(=O)C>[F:1][C:2]1[CH:3]=[C:4]2[C:9](=[C:10]([CH3:13])[C:11]=1[F:12])[N:8]([C:14]1[CH:19]=[CH:18][C:17]([F:20])=[C:16]([O:21][CH3:22])[CH:15]=1)[CH:7]=[C:6]([C:23]([OH:25])=[O:24])[C:5]2=[O:28]. Procedure: Ethyl 6,7-difluoro-1-(4-fluoro-3-methoxyphenyl)-8-methyl-4-oxo-1,4-dihydroquinoline-3-carboxylate (400 mg) was added to a mixed liquid (1:1, v/v; 4 ml) of 2N hydrochloric acid and acetic acid, and the mixture was stirred and heated under reflux for 5 hours. Deposits were collected by filtration and washed with ethanol and diisopropyl ether in that order to obtain the title compound (358 mg) as a colorless powder. The reactants are C=O (formaldehyde), N1CC(C1)COC1=C2C(=NC=3C=CC=CC13)O[C@@H]1C[C@H](N(C([C@@H](NC(O[C@H]3[C@H](CCCCC2)C3)=O)C(C)(C)C)=O)C1)C(=O)N[C@]1([C@@H](C1)C=C)C(NS(=O)(=O)C1(CC1)C)=O ((1aR,5S,8S,10R,22aR)-17-(azetidin-3-ylmethoxy)-5-tert-butyl-N-[(1R,2S)-2-ethenyl-1-{[(1-methylcyclopropyl)sulfonyl]carbamoyl}cyclopropyl]-3,6-dioxo-1,1a,3,4,5,6,9,10,18,19,20,21,22,22a-tetradecahydro-8H-7,10-methanocyclopropa[18,19][1,10,3,6]dioxadiazacyclononadecino[11,12-b]quinoline-8-carboxamide), [BH4-].[Na+] (Sodium borohydride). Run in CO (methanol). Conditions: time 8 hour. Yields the product C(C)(C)(C)[C@@H]1NC(O[C@H]2[C@H](CCCCCC=3C(=NC=4C=CC=CC4C3OCC3CN(C3)C)O[C@@H]3C[C@H](N(C1=O)C3)C(=O)N[C@]3([C@@H](C3)C=C)C(NS(=O)(=O)C3(CC3)C)=O)C2)=O ((1aR,5S,8S,10R,22aR)-5-tert-butyl-N-[(1R,2S)-2-ethenyl-1-{[(1-methylcyclopropyl)sulfonyl]carbamoyl}cyclopropyl]-17-[(1-methylazetidin-3-yl)methoxy]-3,6-dioxo-1,1a,3,4,5,6,9,10,18,19,20,21,22,22a-tetradecahydro-8H-7,10-methanocyclopropa[18,19][1,10,3,6]dioxadiazacyclononadecino[11,12-b]quinoline-8-carboxamide). RXN SMILES: [NH:1]1[CH2:4][CH:3]([CH2:5][O:6][C:7]2[C:16]3[CH:15]=[CH:14][CH:13]=[CH:12][C:11]=3[N:10]=[C:9]3[O:17][C@H:18]4[CH2:41][N:21]([C:22](=[O:40])[C@H:23]([C:36]([CH3:39])([CH3:38])[CH3:37])[NH:24][C:25](=[O:35])[O:26][C@@H:27]5[CH2:34][C@H:28]5[CH2:29][CH2:30][CH2:31][CH2:32][CH2:33][C:8]=23)[C@H:20]([C:42]([NH:44][C@:45]2([C:50](=[O:59])[NH:51][S:52]([C:55]3([CH3:58])[CH2:57][CH2:56]3)(=[O:54])=[O:53])[CH2:47][C@H:46]2[CH:48]=[CH2:49])=[O:43])[CH2:19]4)[CH2:2]1.[CH2:60]=O.[BH4-].[Na+]>CO>[C:36]([C@H:23]1[C:22](=[O:40])[N:21]2[CH2:41][C@@H:18]([CH2:19][C@H:20]2[C:42]([NH:44][C@:45]2([C:50](=[O:59])[NH:51][S:52]([C:55]3([CH3:58])[CH2:56][CH2:57]3)(=[O:54])=[O:53])[CH2:47][C@H:46]2[CH:48]=[CH2:49])=[O:43])[O:17][C:9]2=[N:10][C:11]3[CH:12]=[CH:13][CH:14]=[CH:15][C:16]=3[C:7]([O:6][CH2:5][CH:3]3[CH2:2][N:1]([CH3:60])[CH2:4]3)=[C:8]2[CH2:33][CH2:32][CH2:31][CH2:30][CH2:29][C@@H:28]2[CH2:34][C@H:27]2[O:26][C:25](=[O:35])[NH:24]1)([CH3:39])([CH3:38])[CH3:37] |f:2.3|. Reported procedure: To a suspension of the amine from Step 1 (20.6 mg) in methanol (1 mL) was added formaldehyde (10 μl). Sodium borohydride (5.6 mg) was added slowly. The clear reaction mixture was stirred overnight at room temperature. The solvent was removed in vacuo and the product was dissolved in ethyl acetate and water (with acetic acid to a pH=5). The mixture was extracted (3×) with ethyl acetate. The combined organics were dried with sodium sulfate, filtered and concentrated. Purification by flash chromato... Starting materials: Clc1cncc(Cl)n1, C1COCCO1, OCCOc1ccccc1. The product is Clc1cncc(OCCOc2ccccc2)n1. As a reaction SMILES: [Cl:1][c:2]1[n:3][c:4]([Cl:8])[cH:5][n:6][cH:7]1.[O:19]1[CH2:20][CH2:21][O:22][CH2:23][CH2:24]1.[O:9]([c:10]1[cH:11][cH:12][cH:13][cH:14][cH:15]1)[CH2:16][CH2:17][OH:18]>>[c:2]1([O:18][CH2:17][CH2:16][O:9][c:10]2[cH:11][cH:12][cH:13][cH:14][cH:15]2)[n:3][c:4]([Cl:8])[cH:5][n:6][cH:7]1. Reactants: O=C([O-])O, CCOC(C)=O, CO, Cl, [Na+], CC(=O)Nc1ccc2c(c1)OCC2=O. Yields the product Nc1ccc2c(c1)OCC2=O. As a reaction SMILES: [C:16](=[O:17])([OH:18])[O-:19].[CH3:21][CH2:22][O:23][C:24](=[O:25])[CH3:26].[CH3:27][OH:28].[ClH:1].[Na+:20].[O:2]=[C:3]1[CH2:4][O:5][c:6]2[c:7]1[cH:8][cH:9][c:10]([NH:12][C:13](=[O:14])[CH3:15])[cH:11]2>>[O:2]=[C:3]1[CH2:4][O:5][c:6]2[c:7]1[cH:8][cH:9][c:10]([NH2:12])[cH:11]2.